From a dataset of the Open Reaction Database (ORD), a public repository of structured organic reaction records. describe an organic reaction: reactants, conditions, products, and yield Starting materials: C(C)OC(=O)N1CC(OCC1)CN1C(C=2C(C1=O)=CC=CC2)=O (N-[(4-ethoxycarbonyl-2-morpholinyl)methyl]phthalimide), O.NN (hydrazine hydrate). Solvent: C(C)O (ethanol). Conditions: time 10 minute. Product: NCC1CN(CCO1)C(=O)OCC (2-aminomethyl-4-ethoxycarbonylmorpholine). Isolated yield 98.1%. RXN SMILES: [CH2:1]([O:3][C:4]([N:6]1[CH2:11][CH2:10][O:9][CH:8]([CH2:12][N:13]2C(=O)C3=CC=CC=C3C2=O)[CH2:7]1)=[O:5])[CH3:2].O.NN>C(O)C>[NH2:13][CH2:12][CH:8]1[O:9][CH2:10][CH2:11][N:6]([C:4]([O:3][CH2:1][CH3:2])=[O:5])[CH2:7]1 |f:1.2|. Procedure: A mixture of N-[(4-ethoxycarbonyl-2-morpholinyl)methyl]phthalimide (10.0 g), 85% hydrazine hydrate (2.9 g), and ethanol (10 ml) is refluxed with stirring for 10 minutes. The reaction mixture is filtered and the filtrate is extracted with chloroform. The organic layer is washed successively with water and saturated aqueous sodium chloride solution, and dried over magnesium sulfate. Removal of the solvent under reduced pressure gives the title compound (5.8 g) as an oil. Reactants: Cl, O, c1ccc(C2NCCS2)cc1. Yields the product O=Cc1ccccc1. RXN SMILES: [ClH:12].[OH2:13].[c:1]1([CH:7]2[NH:8][CH2:9][CH2:10][S:11]2)[cH:2][cH:3][cH:4][cH:5][cH:6]1>>[c:1]1([CH:7]=[O:13])[cH:2][cH:3][cH:4][cH:5][cH:6]1. Yields the product CC(C)(C)Oc1cncc(CCN2CCC(COc3ccccc3F)CC2)n1. As a reaction SMILES: [C:1]([CH3:2])([CH3:3])([CH3:4])[O:5][c:6]1[n:7][c:8]([CH:12]=[CH2:13])[cH:9][n:10][cH:11]1.[CH3:29][CH2:30][OH:31].[F:14][c:15]1[c:16]([O:17][CH2:18][CH:19]2[CH2:20][CH2:21][NH:22][CH2:23][CH2:24]2)[cH:25][cH:26][cH:27][cH:28]1>>[C:1]([CH3:2])([CH3:3])([CH3:4])[O:5][c:6]1[n:7][c:8]([CH2:12][CH2:13][N:22]2[CH2:21][CH2:20][CH:19]([CH2:18][O:17][c:16]3[c:15]([F:14])[cH:28][cH:27][cH:26][cH:25]3)[CH2:24][CH2:23]2)[cH:9][n:10][cH:11]1. Starting materials: C=Cc1cncc(OC(C)(C)C)n1, CCO, Fc1ccccc1OCC1CCNCC1. The reactants are CO (Methanol), O (water), Cl (hydrochloric acid), CSC(C(=O)OC)(C)C1=CC=C(C=C1)C(C=1SC=CC1)(OC)OC (methyl α-methylthio-α-[p-[dimethoxy(2-thienyl)methyl]phenyl]propionate). Solvent: C(Cl)Cl (methylene chloride). The product is S1C(=CC=C1)C(=O)C1=CC=C(C=C1)C(C(=O)OC)C (methyl α-[p-(2-thienylcarbonyl)phenyl]propionate). Yield: 105.6%. RXN SMILES: CO.O.Cl.CS[C:7]([C:13]1[CH:18]=[CH:17][C:16]([C:19](OC)([O:25]C)[C:20]2[S:21][CH:22]=[CH:23][CH:24]=2)=[CH:15][CH:14]=1)([CH3:12])[C:8]([O:10][CH3:11])=[O:9]>C(Cl)Cl>[S:21]1[CH:22]=[CH:23][CH:24]=[C:20]1[C:19]([C:16]1[CH:17]=[CH:18][C:13]([CH:7]([CH3:12])[C:8]([O:10][CH3:11])=[O:9])=[CH:14][CH:15]=1)=[O:25]. Reported procedure: Methanol (4 ml), 1 ml of water, and 0.2 ml of conc. hydrochloric acid were added to 405 mg of methyl α-methylthio-α-[p-[dimethoxy(2-thienyl)methyl]phenyl]propionate, and the resulting mixture was heated under reflux for 30 minutes. After the mixture was cooled and shaken with 50 ml of methylene chloride, the organic layer was separated, dried over anhydrous magnesium sulfate, and concentrated under reduced pressure to afford 320 mg of methyl α-[p-(2-thienylcarbonyl)phenyl]propionate as a colorle... Starting materials: OO (hydrogen peroxide), S(=S)(=O)([O-])[O-].[Na+].[Na+] (sodium thiosulfate), O1N=C(C=C1)C=1N(C=C(N1)CO)COCC[Si](C)(C)C ([2-(Isoxazol-3-yl)-1-(2-trimethylsilylethoxymethyl)-1H-imidazol-4-yl]methanol), N1N=NN=C1 (1H-tetrazole), C(C)(C)N(P(OC(C)(C)C)OC(C)(C)C)C(C)C (di-tert-butyl N,N-diisopropylphosphoramidite). The solvent is C1CCOC1 (THF). Reaction conditions: temperature 0 celsius, time 2 hour. The product is O1N=C(C=C1)C=1N(C=C(N1)COP(OC(C)(C)C)(OC(C)(C)C)=O)COCC[Si](C)(C)C (Phosphoric acid di-tert-butyl ester [2-(isoxazol-3-yl)-1-(2-trimethylsilanylethoxymethyl)-1H-imidazol-4-yl]methyl ester). Reaction SMILES: [O:1]1[CH:5]=[CH:4][C:3]([C:6]2[N:7]([CH2:13][O:14][CH2:15][CH2:16][Si:17]([CH3:20])([CH3:19])[CH3:18])[CH:8]=[C:9]([CH2:11][OH:12])[N:10]=2)=[N:2]1.N1C=NN=N1.C(N(C(C)C)[P:30]([O:36][C:37]([CH3:40])([CH3:39])[CH3:38])[O:31][C:32]([CH3:35])([CH3:34])[CH3:33])(C)C.OO.S([O-])([O-])(=[O:48])=S.[Na+].[Na+]>C1COCC1>[O:1]1[CH:5]=[CH:4][C:3]([C:6]2[N:7]([CH2:13][O:14][CH2:15][CH2:16][Si:17]([CH3:20])([CH3:19])[CH3:18])[CH:8]=[C:9]([CH2:11][O:12][P:30](=[O:48])([O:31][C:32]([CH3:33])([CH3:34])[CH3:35])[O:36][C:37]([CH3:38])([CH3:39])[CH3:40])[N:10]=2)=[N:2]1 |f:4.5.6|. Procedure: The compound obtained in step (3) (1.61 g) and 1H-tetrazole (760 mg) were dissolved in THF (20 ml), di-tert-butyl N,N-diisopropylphosphoramidite (2.45 ml) was added at room temperature under stirring, and stirring was conducted for 2 hours. This reaction solution was cooled to 0° C., 30% aqueous hydrogen peroxide (0.250 ml) was added, and stirring was conducted for 14 hours while the temperature was gradually returned to room temperature. A saturated aqueous sodium thiosulfate solution was added... The reactants are O1C(=CC=C1)CC1N=C(CCCC1)OC (2-[(2-furanyl)methyl]-3,4,5,6-tetrahydro-7-methoxy-2H-azepine), [Cl-].[NH4+] (ammonium chloride), title material. The solvent is CO (MeOH). Product: Cl.O1C(=CC=C1)CC1CCCCC(N1)=N (7-[(2-furanyl)methyl]hexahydro-2H-azepin-2-imine, monohydrochloride). As a reaction SMILES: [O:1]1[CH:5]=[CH:4][CH:3]=[C:2]1[CH2:6][CH:7]1[CH2:13][CH2:12][CH2:11][CH2:10][C:9](OC)=[N:8]1.[Cl-:16].[NH4+:17]>CO>[ClH:16].[O:1]1[CH:5]=[CH:4][CH:3]=[C:2]1[CH2:6][CH:7]1[NH:8][C:9](=[NH:17])[CH2:10][CH2:11][CH2:12][CH2:13]1 |f:1.2,4.5|. Reported procedure: The title product of Example 48 in MeOH is reacted with ammonium chloride by the method of Example 5 to generate the title material. The reactants are CCOC(=O)C(F)Oc1ccc(C(=O)N2c3ccccc3C(N(C(C)=O)c3ccc(Cl)cc3)CC2C)cc1, C1CCOC1, CO, [K+], [OH-]. Yields the product CC(=O)N(c1ccc(Cl)cc1)C1CC(C)N(C(=O)c2ccc(OC(F)C(=O)O)cc2)c2ccccc21. Reaction SMILES: [CH2:1]([CH3:2])[O:3][C:4]([CH:5]([F:6])[O:7][c:8]1[cH:9][cH:10][c:11]([C:14](=[O:15])[N:16]2[CH:17]([CH3:37])[CH2:18][CH:19]([N:26]([c:27]3[cH:28][cH:29][c:30]([Cl:33])[cH:31][cH:32]3)[C:34]([CH3:35])=[O:36])[c:20]3[cH:21][cH:22][cH:23][cH:24][c:25]32)[cH:12][cH:13]1)=[O:38].[CH2:43]1[O:44][CH2:45][CH2:46][CH2:47]1.[CH3:41][OH:42].[K+:40].[OH-:39]>>[O:3]=[C:4]([CH:5]([F:6])[O:7][c:8]1[cH:9][cH:10][c:11]([C:14](=[O:15])[N:16]2[CH:17]([CH3:37])[CH2:18][CH:19]([N:26]([c:27]3[cH:28][cH:29][c:30]([Cl:33])[cH:31][cH:32]3)[C:34]([CH3:35])=[O:36])[c:20]3[cH:21][cH:22][cH:23][cH:24][c:25]32)[cH:12][cH:13]1)[OH:38].